From a dataset of the Open Reaction Database (ORD), a public repository of structured organic reaction records. describe an organic reaction: reactants, conditions, products, and yield Reactants: BrB(Br)Br, COc1ccc2nc(-c3ccc(-c4cnco4)c(Br)c3)sc2c1, CC(=O)O, ClCCl, Cl, COc1ccc2nc(-c3ccc(-c4cnco4)c(I)c3)sc2c1, [K+], COc1ccc2nc(N)sc2c1, [OH-], O. The product is Oc1ccc2nc(-c3ccc(-c4cnco4)c(I)c3)sc2c1. Reaction SMILES: [B:61]([Br:62])([Br:63])[Br:64].[Br:15][c:16]1[cH:17][c:18](-[c:19]2[s:20][c:21]3[cH:22][c:23]([O:24][CH3:25])[cH:26][cH:27][c:28]3[n:29]2)[cH:30][cH:31][c:32]1-[c:33]1[o:34][cH:35][n:36][cH:37]1.[CH3:70][C:71](=[O:72])[OH:73].[Cl:67][CH2:68][Cl:69].[ClH:65].[I:38][c:39]1[c:40](-[c:56]2[cH:57][n:58][cH:59][o:60]2)[cH:41][cH:42][c:43](-[c:45]2[s:46][c:47]3[c:48]([n:49]2)[cH:50][cH:51][c:52]([O:54][CH3:55])[cH:53]3)[cH:44]1.[K+:14].[NH2:1][c:2]1[s:3][c:4]2[cH:5][c:6]([O:7][CH3:8])[cH:9][cH:10][c:11]2[n:12]1.[OH-:13].[OH2:66]>>[I:38][c:39]1[c:40](-[c:56]2[cH:57][n:58][cH:59][o:60]2)[cH:41][cH:42][c:43](-[c:45]2[s:46][c:47]3[c:48]([n:49]2)[cH:50][cH:51][c:52]([OH:54])[cH:53]3)[cH:44]1. The reactants are FC(S(=O)(=O)OC1=CC=2N(C=C1)N=C(C2C=2SC(=C(N2)C2=CC=CC=C2)C2=NN(C=N2)C2OCCCC2)C)(F)F (2-methyl-3-{4-phenyl-5-[1-(tetrahydro-2H-pyran-2-yl)-1H-1,2,4-triazol-3-yl]-1,3-thiazol-2-yl}pyrazolo[1,5-a]pyridin-5-yl trifluoromethanesulfonate), N1CCOCC1 (morpholine), C1=CC=C(C=C1)P(C2=CC=CC=C2)C3=C(C4=CC=CC=C4C=C3)C5=C(C=CC6=CC=CC=C65)P(C7=CC=CC=C7)C8=CC=CC=C8 ((R)-BINAP), C([O-])([O-])=O.[Cs+].[Cs+] (cesium carbonate). Reagents/catalysts: C=1C=CC(=CC1)/C=C/C(=O)/C=C/C2=CC=CC=C2.C=1C=CC(=CC1)/C=C/C(=O)/C=C/C2=CC=CC=C2.C=1C=CC(=CC1)/C=C/C(=O)/C=C/C2=CC=CC=C2.[Pd].[Pd] (tris(dibenzylideneacetone)dipalladium). The solvent is C1(=CC=CC=C1)C (toluene), O (water). Yields the product CC1=NN2C(C=C(C=C2)N2CCOCC2)=C1C=1SC(=C(N1)C1=CC=CC=C1)C1=NN(C=N1)C1OCCCC1 (2-methyl-5-morpholin-4-yl-3-{4-phenyl-5-[1-(tetrahydro-2H-pyran-2-yl)-1H-1,2,4-triazol-3-yl]-1,3-thiazol-2-yl}pyrazolo[1,5-a]pyridine). The yield is 56.9%. Reaction SMILES: FC(F)(F)S(O[C:7]1[CH:12]=[CH:11][N:10]2[N:13]=[C:14]([CH3:38])[C:15]([C:16]3[S:17][C:18]([C:27]4[N:31]=[CH:30][N:29]([CH:32]5[CH2:37][CH2:36][CH2:35][CH2:34][O:33]5)[N:28]=4)=[C:19]([C:21]4[CH:26]=[CH:25][CH:24]=[CH:23][CH:22]=4)[N:20]=3)=[C:9]2[CH:8]=1)(=O)=O.[NH:41]1[CH2:46][CH2:45][O:44][CH2:43][CH2:42]1.C1C=CC(P(C2C=CC3C(=CC=CC=3)C=2C2C3C(=CC=CC=3)C=CC=2P(C2C=CC=CC=2)C2C=CC=CC=2)C2C=CC=CC=2)=CC=1.C(=O)([O-])[O-].[Cs+].[Cs+]>C1(C)C=CC=CC=1.C1C=CC(/C=C/C(/C=C/C2C=CC=CC=2)=O)=CC=1.C1C=CC(/C=C/C(/C=C/C2C=CC=CC=2)=O)=CC=1.C1C=CC(/C=C/C(/C=C/C2C=CC=CC=2)=O)=CC=1.[Pd].[Pd].O>[CH3:38][C:14]1[C:15]([C:16]2[S:17][C:18]([C:27]3[N:31]=[CH:30][N:29]([CH:32]4[CH2:37][CH2:36][CH2:35][CH2:34][O:33]4)[N:28]=3)=[C:19]([C:21]3[CH:26]=[CH:25][CH:24]=[CH:23][CH:22]=3)[N:20]=2)=[C:9]2[CH:8]=[C:7]([N:41]3[CH2:46][CH2:45][O:44][CH2:43][CH2:42]3)[CH:12]=[CH:11][N:10]2[N:13]=1 |f:3.4.5,7.8.9.10.11|. Procedure: A suspension 2-methyl-3-{4-phenyl-5-[1-(tetrahydro-2H-pyran-2-yl)-1H-1,2,4-triazol-3-yl]-1,3-thiazol-2-yl}pyrazolo[1,5-a]pyridin-5-yl trifluoromethanesulfonate (150 mg, 0.25 mmol) obtained in Example 82-13(i), morpholine (501 mg, 5.73 mmol), tris(dibenzylideneacetone)dipalladium (0) (45 mg, 0.049 mmol), (R)-BINAP (50 mg, 0.080 mmol) and cesium carbonate (720 mg, 2.21 mmol) in toluene (30 mL) was stirred at 110° C. for 1 h. The reaction mixture was allowed to cool to room temperature, and then wa... The reactants are COC=1C=C2C(=NC(=NC2=CC1OC)C1=CC=C(C=C1)F)C(=O)O (6,7-dimethoxy-2-(4-fluorophenyl)quinazoline-4-carboxylic acid), Cl.COC1=C2CCNCC2=CC=C1 (5-methoxy-1,2,3,4-tetrahydroisoquinoline hydrochloride). The product is COC=1C=C2C(=NC(=NC2=CC1OC)C1=CC=C(C=C1)F)C(=O)N1CC2=CC=CC(=C2CC1)OC (2-[[6,7-dimethoxy-2-(4-fluorophenyl)quinazolin-4-yl]carbonyl]-5-methoxy-1,2,3,4-tetrahydroisoquinoline). The yield is 20.2%. As a reaction SMILES: [CH3:1][O:2][C:3]1[CH:4]=[C:5]2[C:10](=[CH:11][C:12]=1[O:13][CH3:14])[N:9]=[C:8]([C:15]1[CH:20]=[CH:19][C:18]([F:21])=[CH:17][CH:16]=1)[N:7]=[C:6]2[C:22](O)=[O:23].Cl.[CH3:26][O:27][C:28]1[CH:37]=[CH:36][CH:35]=[C:34]2[C:29]=1[CH2:30][CH2:31][NH:32][CH2:33]2>>[CH3:1][O:2][C:3]1[CH:4]=[C:5]2[C:10](=[CH:11][C:12]=1[O:13][CH3:14])[N:9]=[C:8]([C:15]1[CH:16]=[CH:17][C:18]([F:21])=[CH:19][CH:20]=1)[N:7]=[C:6]2[C:22]([N:32]1[CH2:31][CH2:30][C:29]2[C:34](=[CH:35][CH:36]=[CH:37][C:28]=2[O:27][CH3:26])[CH2:33]1)=[O:23] |f:1.2|. Procedure details: Reaction of 6,7-dimethoxy-2-(4-fluorophenyl)quinazoline-4-carboxylic acid with 5-methoxy-1,2,3,4-tetrahydroisoquinoline hydrochloride gave compound 110 (20.2% yield). 1H NMR (400 MHz, DMSO-d6) δ 2.67 and 2.92 (2t, 2H), 3.51-4.09 (m, 11H), 4.47 and 4.98 (2s, 2H), 6.47-7.28 (m, 4H), 7.38-7.42 (m, 1H), 7.51-7.55 (2s, 1H), 7.59-7.63 (m, 1H), 8.15-8.20 (m, 1H), 8.30-8.35 (m, 1H); 19F (376 MHz, DMSO-d6) 6-113.0; MS (ESI) m/z 474 ([M+H]+). Starting materials: Br, Fc1ccccc1, CC(=O)Cc1cccc(F)c1. Yields the product CC(=O)C(c1ccc(F)cc1)c1cccc(F)c1. RXN SMILES: [Br:19].[F:12][c:13]1[cH:14][cH:15][cH:16][cH:17][cH:18]1.[F:1][c:2]1[cH:3][c:4]([CH2:8][C:9]([CH3:10])=[O:11])[cH:5][cH:6][cH:7]1>>[F:1][c:2]1[cH:3][c:4]([CH:8]([C:9]([CH3:10])=[O:11])[c:16]2[cH:15][cH:14][c:13]([F:12])[cH:18][cH:17]2)[cH:5][cH:6][cH:7]1.